Dataset: the Open Reaction Database (ORD), a public repository of structured organic reaction records. Task: describe an organic reaction: reactants, conditions, products, and yield The reactants are CO (methanol), ClC(C)Cl (dichloroethane), NC=1C=C(C(=CC1Cl)F)N1C=C(C(C2=CC(=C(N=C12)Cl)F)=O)C(=O)OCC (Ethyl 1-(3-amino-4-chloro-6-fluorophenyl)-7-chloro-6-fluoro-1,4-dihydro-4-oxo-1,8-naphthyridine-3-carboxylate). The reagents and catalysts are [Pd] (palladium on carbon). The solvent is C(C)(=O)O (acetic acid), C(C)(=O)O (acetic acid). Run at time 8 hour. The product is NC=1C=C(C(=CC1Cl)F)N1C=C(C(C2=CC(=C(N=C12)Cl)F)=O)C(=O)O (1-(3-amino-4-chloro-6-fluorophenyl)-7-chloro-6-fluoro-1,4-dihydro-4-oxo-1,8-naphthyridine-3-carboxylic acid). The yield is 40.8%. Reaction SMILES: [NH2:1][C:2]1[CH:3]=[C:4]([N:10]2[C:19]3[C:14](=[CH:15][C:16]([F:21])=[C:17]([Cl:20])[N:18]=3)[C:13](=[O:22])[C:12]([C:23]([O:25]CC)=[O:24])=[CH:11]2)[C:5]([F:9])=[CH:6][C:7]=1[Cl:8].CO.ClC(Cl)C>C(O)(=O)C.[Pd]>[NH2:1][C:2]1[CH:3]=[C:4]([N:10]2[C:19]3[C:14](=[CH:15][C:16]([F:21])=[C:17]([Cl:20])[N:18]=3)[C:13](=[O:22])[C:12]([C:23]([OH:25])=[O:24])=[CH:11]2)[C:5]([F:9])=[CH:6][C:7]=1[Cl:8]. Procedure details: Ethyl 1-(3-amino-4-chloro-6-fluorophenyl)-7-chloro-6-fluoro-1,4-dihydro-4-oxo-1,8-naphthyridine-3-carboxylate (1.00 g) was dissolved in 10 ml of acetic acid, 10 ml of methanol and 20 ml of dichloroethane, to which was added a suspension of 132 mg of 10% palladium on carbon in 20 ml of acetic acid. Under a hydrogen atmosphere, the solution was stirred overnight. The palladium on carbon was removed by a membrane filter and 10% sodium hydroxide was added to the filtrate, which was extracted with ch... The reactants are C, CO, O=c1c2c(CCc3ccc([N+](=O)[O-])cc3)n[nH]c2c2cccnc2n1-c1ccccc1, CN(C)C=O, [Pd]. Product: Nc1ccc(CCc2n[nH]c3c2c(=O)n(-c2ccccc2)c2ncccc32)cc1. Reaction SMILES: [C:40].[CH3:37][OH:38].[N+:1]([O-:2])(=[O:3])[c:4]1[cH:5][cH:6][c:7]([CH2:10][CH2:11][c:12]2[n:13][nH:14][c:15]3[c:16]2[c:17](=[O:31])[n:18](-[c:25]2[cH:26][cH:27][cH:28][cH:29][cH:30]2)[c:19]2[n:20][cH:21][cH:22][cH:23][c:24]32)[cH:8][cH:9]1.[O:32]=[CH:33][N:34]([CH3:35])[CH3:36].[Pd:39]>>[NH2:1][c:4]1[cH:5][cH:6][c:7]([CH2:10][CH2:11][c:12]2[n:13][nH:14][c:15]3[c:16]2[c:17](=[O:31])[n:18](-[c:25]2[cH:26][cH:27][cH:28][cH:29][cH:30]2)[c:19]2[n:20][cH:21][cH:22][cH:23][c:24]32)[cH:8][cH:9]1.